From a dataset of the Open Reaction Database (ORD), a public repository of structured organic reaction records. describe an organic reaction: reactants, conditions, products, and yield The reactants are CCO, COCCN(CCOC)c1ccccc1N=C=S, N. Yields the product COCCN(CCOC)c1ccccc1NC(N)=S. RXN SMILES: [CH3:20][CH2:21][OH:22].[CH3:2][O:3][CH2:4][CH2:5][N:6]([c:7]1[c:8]([N:13]=[C:14]=[S:15])[cH:9][cH:10][cH:11][cH:12]1)[CH2:16][CH2:17][O:18][CH3:19].[NH3:1]>>[NH2:1][C:14]([NH:13][c:8]1[c:7]([N:6]([CH2:5][CH2:4][O:3][CH3:2])[CH2:16][CH2:17][O:18][CH3:19])[cH:12][cH:11][cH:10][cH:9]1)=[S:15]. Reactants: [Br-], C=C[Mg+], O=C(c1ccc(Cl)cc1)C1CC1, C1CCOC1. Yields the product C=CC(O)(c1ccc(Cl)cc1)C1CC1. Reaction SMILES: [Br-:1].[CH:2](=[CH2:3])[Mg+:4].[CH:5]1([C:8](=[O:9])[c:10]2[cH:11][cH:12][c:13]([Cl:16])[cH:14][cH:15]2)[CH2:6][CH2:7]1.[O:17]1[CH2:18][CH2:19][CH2:20][CH2:21]1>>[CH:2](=[CH2:3])[C:8]([CH:5]1[CH2:6][CH2:7]1)([OH:9])[c:10]1[cH:11][cH:12][c:13]([Cl:16])[cH:14][cH:15]1.